Dataset: the Open Reaction Database (ORD), a public repository of structured organic reaction records. Task: describe an organic reaction: reactants, conditions, products, and yield Starting materials: COCN1C(CCC1)=O (1-methoxymethyl-2-pyrrolidone), C(C=C)(=O)N (acrylarnide), C1(=CC=C(C=C1)S(=O)(=O)O)C (p-toluene sulfonic acid), C1=CC=CC=2SC3=CC=CC=C3NC12 (phenothiazine). The solvent is CO (methanol). Product: N1(C(CCC1)=O)CNC(C=C)=O (N-(2-Pyrrolidon-1-ylmethyl)acrylamide). Yield: 40.0%. RXN SMILES: CO[CH2:3][N:4]1[CH2:8][CH2:7][CH2:6][C:5]1=[O:9].[C:10]([NH2:14])(=[O:13])[CH:11]=[CH2:12].C1(C)C=CC(S(O)(=O)=O)=CC=1.C1C2NC3C(=CC=CC=3)SC=2C=CC=1>CO>[N:4]1([CH2:3][NH:14][C:10](=[O:13])[CH:11]=[CH2:12])[CH2:8][CH2:7][CH2:6][C:5]1=[O:9]. Reported procedure: A mixture of 65.6 g of 1-methoxymethyl-2-pyrrolidone, 75.5 g of acrylarnide, 0.20 g of p-toluene sulfonic acid and 0.20 g of phenothiazine was stirred under N2 atmosphere at 150° C. for 1 hour, during which time the methanol was removed by distillation. The residue was cooled, and recrystallized from acetone to give the title compound in a yield of 40%. mp: 73-74° C. Reactants: C(CC)C1=CC=C(S1)C=1SC=CC1 (5-propyl-2,2′-bithiophene), C1CC(=O)N(C1=O)Br (NBS), C([O-])([O-])=O.[Na+].[Na+] (sodium carbonate). Conditions: temperature 0 celsius. The product is BrC1=CC=C(S1)C=1SC(=CC1)CCC (5-bromo-5′-propyl-2,2′-bithiophene). RXN SMILES: [CH2:1]([C:4]1[S:8][C:7]([C:9]2[S:10][CH:11]=[CH:12][CH:13]=2)=[CH:6][CH:5]=1)[CH2:2][CH3:3].C1C(=O)N([Br:21])C(=O)C1.C(=O)([O-])[O-].[Na+].[Na+]>>[Br:21][C:11]1[S:10][C:9]([C:7]2[S:8][C:4]([CH2:1][CH2:2][CH3:3])=[CH:5][CH:6]=2)=[CH:13][CH:12]=1 |f:2.3.4|. Procedure details: Next, 8 g (0.038 mol, 1 eq) of the obtained 5-propyl-2,2′-bithiophene was introduced into a three-necked flask, and this was flushed with Ar. To this, 100 ml of THF was added, stirred and cooled to 0° C. To this, 7.4 g (0.042 mol, 1.1 eq) of NBS was added directly. Then, the temperature was returned to the room temperature, and stirred for 12 hours. To this, 10% sodium carbonate aqueous solution was added, this was extracted with diethyl ether, water washed until pH is 7, and dehydrated with Na2... Reactants: CCOC(=O)c1cc2cc(Br)ccc2n1Cc1ccc([N+](=O)[O-])cc1, CCO, [K+], [OH-], O. Product: O=C(O)c1cc2cc(Br)ccc2n1Cc1ccc([N+](=O)[O-])cc1. RXN SMILES: [CH2:1]([CH3:2])[O:3][C:4](=[O:5])[c:6]1[n:7]([CH2:16][c:17]2[cH:18][cH:19][c:20]([N+:23](=[O:24])[O-:25])[cH:21][cH:22]2)[c:8]2[cH:9][cH:10][c:11]([Br:15])[cH:12][c:13]2[cH:14]1.[CH2:29]([OH:30])[CH3:31].[K+:27].[OH-:26].[OH2:28]>>[O:3]=[C:4]([OH:5])[c:6]1[n:7]([CH2:16][c:17]2[cH:18][cH:19][c:20]([N+:23](=[O:24])[O-:25])[cH:21][cH:22]2)[c:8]2[cH:9][cH:10][c:11]([Br:15])[cH:12][c:13]2[cH:14]1. Reactants: CC(=O)[O-], O=C1CN(C(=O)C(Cc2ccccc2)NC(=O)c2cc3cc(Cl)ccc3[nH]2)C1, CO, Cl, NO, [Na+], O, O, O. The product is O=C(NC(Cc1ccccc1)C(=O)N1CC(=NO)C1)c1cc2cc(Cl)ccc2[nH]1. As a reaction SMILES: [C:32]([O-:33])(=[O:34])[CH3:35].[CH2:1]([c:2]1[cH:3][cH:4][cH:5][cH:6][cH:7]1)[CH:8]([C:9](=[O:10])[N:11]1[CH2:12][C:13](=[O:15])[CH2:14]1)[NH:16][C:17](=[O:18])[c:19]1[nH:20][c:21]2[cH:22][cH:23][c:24]([Cl:28])[cH:25][c:26]2[cH:27]1.[CH3:40][OH:41].[ClH:37].[NH2:38][OH:39].[Na+:36].[OH2:29].[OH2:30].[OH2:31]>>[CH2:1]([c:2]1[cH:3][cH:4][cH:5][cH:6][cH:7]1)[CH:8]([C:9](=[O:10])[N:11]1[CH2:12][C:13](=[N:38][OH:29])[CH2:14]1)[NH:16][C:17](=[O:18])[c:19]1[nH:20][c:21]2[cH:22][cH:23][c:24]([Cl:28])[cH:25][c:26]2[cH:27]1. The reactants are O1C(=NCCC1)C1=CC=C(OCCCC2CCN(CC2)C(=O)OCC)C=C1 (ethyl 4-[3-[4-(5,6-dihydro-4H-1,3-oxazin-2-yl)phenoxy]propyl]-1-piperidinecarboxylate), [OH-].[K+] (potassium hydroxide). The solvent is CC(C)O (2-propanol). Yields the product 14.5, N1CCC(CC1)CCCOC1=CC=C(C=C1)C=1OCCCN1 (5,6-dihydro-2-[4-[3-(4-piperidinyl) propoxy]phenyl]-4H-1,3-oxazine). Isolated yield 100.0%. RXN SMILES: [O:1]1[CH2:6][CH2:5][CH2:4][N:3]=[C:2]1[C:7]1[CH:27]=[CH:26][C:10]([O:11][CH2:12][CH2:13][CH2:14][CH:15]2[CH2:20][CH2:19][N:18](C(OCC)=O)[CH2:17][CH2:16]2)=[CH:9][CH:8]=1.[OH-].[K+]>CC(O)C>[NH:18]1[CH2:19][CH2:20][CH:15]([CH2:14][CH2:13][CH2:12][O:11][C:10]2[CH:26]=[CH:27][C:7]([C:2]3[O:1][CH2:6][CH2:5][CH2:4][N:3]=3)=[CH:8][CH:9]=2)[CH2:16][CH2:17]1 |f:1.2|. Reported procedure: A mixture of ethyl 4-[3-[4-(5,6-dihydro-4H-1,3-oxazin-2-yl)phenoxy]propyl]-1-piperidinecarboxylate, 26,3 parts of potassium hydroxide and 200 parts of 2-propanol was stirred and refluxed for 3 hours. After evaporation, water was added ant eh solvent was distilled off till all traces of 2-propanol were removed. After cooling, ice water was added to the product was extracted with dichloromethane. The organic layer was dried, filtered and evaporated, yielding 14.5 parts (100%) of 5,6-dihydro-2-[4-[...